This data is from the Open Reaction Database (ORD), a public repository of structured organic reaction records. The task is: describe an organic reaction: reactants, conditions, products, and yield Starting materials: OCC1=C(C(=O)[O-])C=CC=C1.[K+] (potassium 2-hydroxymethylbenzoate), ClCC(C)=O (chloroacetone), C(C)(=O)OCC (Ethyl acetate). Run in CN(C=O)C (dimethylformamide), [Cl-].[Na+].O (brine). Conditions: time 3 hour. Yields the product OCC1=C(C(=O)OCC(=O)C)C=CC=C1 (acetonyl 2-hydroxymethylbenzoate). Reaction SMILES: [OH:1][CH2:2][C:3]1[CH:11]=[CH:10][CH:9]=[CH:8][C:4]=1[C:5]([O-:7])=[O:6].[K+].Cl[CH2:14][C:15](=[O:17])[CH3:16].C(OCC)(=O)C>CN(C)C=O.[Cl-].[Na+].O>[OH:1][CH2:2][C:3]1[CH:11]=[CH:10][CH:9]=[CH:8][C:4]=1[C:5]([O:7][CH2:14][C:15]([CH3:16])=[O:17])=[O:6] |f:0.1,5.6.7|. Reported procedure: A mixture of potassium 2-hydroxymethylbenzoate (9.45 g) and chloroacetone (5 ml) in dry dimethylformamide (100 ml) was stirred for 3 hours at room temperature. Ethyl acetate and brine were then added and the organic layer, after further washing with water, was dried and evaporated to obtain acetonyl 2-hydroxymethylbenzoate (10 g) as a white powder. A solution of this material (1 g) in dimethylformamide (20 ml) was stirred for 3 hours in the presence of tert-butyldiphenylsilylchloride (2.32 ml) a... Reactants: [Br-], O=C(O)C(Br)CCBr, CCONC(=O)C(Br)CCBr, [H-], [Na+], c1ccccc1. Yields the product CCON1CCC(Br)C1=O. RXN SMILES: [Br-:14].[Br:15][CH:16]([CH2:17][CH2:18][Br:19])[C:20]([OH:21])=[O:22].[CH2:1]([CH3:2])[O:3][NH:4][C:5]([CH:6]([CH2:7][CH2:8][Br:9])[Br:10])=[O:11].[H-:12].[Na+:13].[cH:23]1[cH:24][cH:25][cH:26][cH:27][cH:28]1>>[CH2:1]([CH3:2])[O:3][N:4]1[C:5](=[O:11])[CH:6]([Br:10])[CH2:7][CH2:8]1. The reactants are C(Cl)(Cl)Cl (CHCl3), C(#C)C=1C=C(C#N)C=CC1OC (3-Ethynyl-4-methoxybenzonitrile), ClON=CC1=C(C=CC(=C1)C#N)OC (5-Cyano-2-methoxybenzaldehyde chlorooxime). The solvent is C1=CC=CC=C1 (benzene). Yields the product C(#N)C=1C=CC(=C(C1)C1=NOC(=C1)C1=C(C=CC(=C1)C#N)OC)OC (3,5-Bis(5-cyano-2-methoxyphenyl)isoxazole), solid. Isolated yield 79.0%. Reaction SMILES: [C:1]([C:3]1[CH:4]=[C:5]([CH:8]=[CH:9][C:10]=1[O:11][CH3:12])[C:6]#[N:7])#[CH:2].Cl[O:14][N:15]=[CH:16][C:17]1[CH:22]=[C:21]([C:23]#[N:24])[CH:20]=[CH:19][C:18]=1[O:25][CH3:26].C(Cl)(Cl)Cl>C1C=CC=CC=1>[C:23]([C:21]1[CH:20]=[CH:19][C:18]([O:25][CH3:26])=[C:17]([C:16]2[CH:2]=[C:1]([C:3]3[CH:4]=[C:5]([C:6]#[N:7])[CH:8]=[CH:9][C:10]=3[O:11][CH3:12])[O:14][N:15]=2)[CH:22]=1)#[N:24]. Procedure: 3-(4-cyanophenyl)-5-(4-cyano-2-nitrophenyl)isoxazole (53a) was prepared from phenylacetylene 51b and chlorooxime 52a as an off-white solid (1.69 g, 67%); mp 280-281° C.; 1H NMR δ 8.78 (d, J=1.5 Hz, 1H), 8.44 (dd, J=8.1 and 1.5 Hz, 1H), 8.20 (d, J=8.1 Hz, 1H), 8.15 (d, J=8.2 Hz, 2H), 8.07 (d, J=8.1 Hz, 2H), 7.88 (s, 1H); HPLC (Method B) tR 6.87 min (97.4 area % at 254 nm). Anal. (C17H8N4O3) C, H, N. 3-(4-cyanophenyl)-5-(2-chloro-4-cyanophenyl)isoxazole (53b) was prepared from phenylacetylene 51c ...